The task is: describe an organic reaction: reactants, conditions, products, and yield. This data is from the Open Reaction Database (ORD), a public repository of structured organic reaction records. Starting materials: Cc1c(C(=O)OCc2ccccc2)ccc2c1OC(C(C)(C)O[SiH2]C(C)(C)C)CO2, ClC(Cl)Cl, ClCCl, [H][H]. Yields the product Cc1c(C(=O)O)ccc2c1OC(C(C)(C)O[SiH2]C(C)(C)C)CO2. Reaction SMILES: [CH2:1]([c:2]1[cH:3][cH:4][cH:5][cH:6][cH:7]1)[O:8][C:9](=[O:10])[c:11]1[c:12]([CH3:30])[c:13]2[c:14]([cH:28][cH:29]1)[O:15][CH2:16][CH:17]([C:19]([O:20][SiH2:21][C:22]([CH3:23])([CH3:24])[CH3:25])([CH3:26])[CH3:27])[O:18]2.[Cl:33][CH:34]([Cl:35])[Cl:36].[Cl:37][CH2:38][Cl:39].[H:31][H:32]>>[O:8]=[C:9]([OH:10])[c:11]1[c:12]([CH3:30])[c:13]2[c:14]([cH:28][cH:29]1)[O:15][CH2:16][CH:17]([C:19]([O:20][SiH2:21][C:22]([CH3:23])([CH3:24])[CH3:25])([CH3:26])[CH3:27])[O:18]2. Starting materials: [N+](=O)([O-])C1=C(C=C(C=C1)Cl)O (2-nitro-5-chloro-phenol), PtS2-C. Solvent: C(C)O (ethanol). Conditions: time 4 hour. The product is NC1=C(C=C(C=C1)Cl)O (2-Amino-5-chloro-phenol). Isolated yield 94.0%. Reaction SMILES: [N+:1]([C:4]1[CH:9]=[CH:8][C:7]([Cl:10])=[CH:6][C:5]=1[OH:11])([O-])=O>C(O)C>[NH2:1][C:4]1[CH:9]=[CH:8][C:7]([Cl:10])=[CH:6][C:5]=1[OH:11]. Procedure: To a solution of 2-nitro-5-chloro-phenol (2.2 g, 14.0 mmol) in ethanol (40 mL) was added PtS2-C (5%, 200 mg) and hydrogenated at 45 psi for 4 hours. The mixture was filtered through celite and washed with ethyl acetate (100 mL). The solvent was evaporated and purified by chromatography ((ethyl acetate-hexanes: 2-3) to afford 1.89 g (95%) of a light brown solid. Recrystallization afforded an analytical sample: mp 149-151° C. Procedure: A stirred, cooled (ice bath) solution of 4-iodo-cinnamic Acid in methanol was treated with a solution of diazomethane in diethyl ether. The reaction mixture was allowed to warm to ambient temperature, the volatiles were-evaporated in vacuo to afford the title compound. Reaction SMILES: [I:1][C:2]1[CH:12]=[CH:11][C:5]([CH:6]=[CH:7][C:8]([OH:10])=[O:9])=[CH:4][CH:3]=1.[N+](=[CH2:15])=[N-]>CO.C(OCC)C>[CH3:15][O:9][C:8](=[O:10])[CH:7]=[CH:6][C:5]1[CH:4]=[CH:3][C:2]([I:1])=[CH:12][CH:11]=1. Product: COC(C=CC1=CC=C(C=C1)I)=O (Methyl-4-iodo-cinnamate). Run in CO (methanol), C(C)OCC (diethyl ether). Reactants: IC1=CC=C(C=CC(=O)O)C=C1 (4-iodo-cinnamic Acid), [N+](=[N-])=C (diazomethane). Starting materials: CS(=O)C1=NC=CC(=N1)N1C=CC2=C(C=CC=C12)OCCCS(=O)(=O)C (1-(2-Methanesulfinyl-pyrimidin-4-yl)-4-(3-methanesulfonyl-propoxy)-1H-indole), C(C)(=O)[O-].OC(C)(C)C1CCC(CC1)[NH3+] (4-(2-hydroxyprop-2-yl)-cyclohexylammonium acetate), CCN(C(C)C)C(C)C (DIEA). Solvent: CN1CCCC1=O (NMP). Run at temperature 126 celsius. Yields the product CS(=O)(=O)CCCOC1=C2C=CN(C2=CC=C1)C1=NC(=NC=C1)NC1CCC(CC1)C(C)(C)O (2-(4-{4-[4-(3-methanesulfonyl-propoxy)-indol-1-yl]-pyrimidin-2-ylamino}-cyclohexyl)-propan-2-ol). Isolated yield 57.4%. RXN SMILES: CS([C:4]1[N:9]=[C:8]([N:10]2[C:18]3[C:13](=[C:14]([O:19][CH2:20][CH2:21][CH2:22][S:23]([CH3:26])(=[O:25])=[O:24])[CH:15]=[CH:16][CH:17]=3)[CH:12]=[CH:11]2)[CH:7]=[CH:6][N:5]=1)=O.C([O-])(=O)C.[OH:31][C:32]([CH:35]1[CH2:40][CH2:39][CH:38]([NH3+:41])[CH2:37][CH2:36]1)([CH3:34])[CH3:33].CCN(C(C)C)C(C)C>CN1C(=O)CCC1>[CH3:26][S:23]([CH2:22][CH2:21][CH2:20][O:19][C:14]1[CH:15]=[CH:16][CH:17]=[C:18]2[C:13]=1[CH:12]=[CH:11][N:10]2[C:8]1[CH:7]=[CH:6][N:5]=[C:4]([NH:41][CH:38]2[CH2:39][CH2:40][CH:35]([C:32]([OH:31])([CH3:33])[CH3:34])[CH2:36][CH2:37]2)[N:9]=1)(=[O:25])=[O:24] |f:1.2|. Procedure: 1-(2-Methanesulfinyl-pyrimidin-4-yl)-4-(3-methanesulfonyl-propoxy)-1H-indole (538 mg, 1.4 mmol), 4-(2-hydroxyprop-2-yl)-cyclohexylammonium acetate (400 mg, 2 mmol), and DIEA (0.8 mL, 5 mmol) were combined in NMP (10 mL) and heated to 126° C. in a sealed tube for 4 h, cooled, and partitioned between water and EtOAc. The organic layer was separated and washed twice with water, dried over sodium sulfate, filtered and purified by flash chromatography (SiO2) with 3:97 MeOH/DCM, and recrystallized fro... Reactants: CS(=O)(=O)C1=NC=CC(=N1)N1C=NC2=C1C=CC=C2 (2-Methanesulfonyl-4-[benzimidazol-1-yl]pyrimidine), NC(C1=CC=CC=C1)C1=CC=CC=C1 (aminodiphenylmethane). As a reaction SMILES: CS([C:5]1[N:10]=[C:9]([N:11]2[C:15]3[CH:16]=[CH:17][CH:18]=[CH:19][C:14]=3[N:13]=[CH:12]2)[CH:8]=[CH:7][N:6]=1)(=O)=O.[NH2:20][CH:21]([C:28]1[CH:33]=[CH:32][CH:31]=[CH:30][CH:29]=1)[C:22]1[CH:27]=[CH:26][CH:25]=[CH:24][CH:23]=1>>[C:22]1([CH:21]([NH:20][C:5]2[N:10]=[C:9]([N:11]3[C:15]4[CH:16]=[CH:17][CH:18]=[CH:19][C:14]=4[N:13]=[CH:12]3)[CH:8]=[CH:7][N:6]=2)[C:28]2[CH:29]=[CH:30][CH:31]=[CH:32][CH:33]=2)[CH:27]=[CH:26][CH:25]=[CH:24][CH:23]=1. Reported procedure: 2-Methanesulfonyl-4-[benzimidazol-1-yl]pyrimidine was reacted with aminodiphenylmethane according to the procedure described in EXAMPLE 1, Step C to afford the title compound. Mass Spectrum (ESI): m/e 378.3 (M+1). 1H NMR (500 MHz, CDCl3): δ partial 8.41 (br s, 1H); 8.24 (br s, 1H); 7.33 (m, 2H); 6.79 (s, 1H); 6.45 (br s, 1H); 6.29 (br s, 1H). Product: C1(=CC=CC=C1)C(C1=CC=CC=C1)NC1=NC=CC(=N1)N1C=NC2=C1C=CC=C2 (2-[1,1-Diphenylmethylamino]-4-[benzimidazol-1-yl]pyrimidine). Starting materials: aqueous solution, [OH-].[Na+] (sodium hydroxide), C(C)OC(=O)C=1C=NN(C1C)C1=NC=C(C=C1Cl)CC (1-(3-chloro-5-ethylpyridin-2-yl)-5-methyl-1H-pyrazole-4-carboxylic acid ethyl ester), Cl (hydrochloric acid). The solvent is O (Water). Run at time 15 hour. Yields the product ClC=1C(=NC=C(C1)CC)N1N=CC(=C1C)C(=O)O (1-(3-Chloro-5-ethylpyridin-2-yl)-5-methyl-1H-pyrazole-4-carboxylic acid). Isolated yield 76.5%. Reaction SMILES: [OH-].[Na+].C([O:5][C:6]([C:8]1[CH:9]=[N:10][N:11]([C:14]2[C:19]([Cl:20])=[CH:18][C:17]([CH2:21][CH3:22])=[CH:16][N:15]=2)[C:12]=1[CH3:13])=[O:7])C.Cl>O>[Cl:20][C:19]1[C:14]([N:11]2[C:12]([CH3:13])=[C:8]([C:6]([OH:7])=[O:5])[CH:9]=[N:10]2)=[N:15][CH:16]=[C:17]([CH2:21][CH3:22])[CH:18]=1 |f:0.1|. Reported procedure: Water (4 ml) and 4N aqueous solution of sodium hydroxide (4 ml) were added at room temperature to a solution of 1-(3-chloro-5-ethylpyridin-2-yl)-5-methyl-1H-pyrazole-4-carboxylic acid ethyl ester (454 mg), and stirred at room temperature for 15 hours. After completion of the reaction, the reaction solution was cooled to 0° C. and 1N hydrochloric acid aqueous solution was added. The precipitated solid was collected by filtration to give the titled compound (314 mg) as a white solid. Reactants: O=C(OCc1ccccc1)N1CC=CCCC1, [Cl-], O=C(OO)c1cccc(Cl)c1, ClCCl, [K+], [K+], [N-]=[N+]=[N-], [NH4+], [Na+], O=C([O-])[O-]. Product: [N-]=[N+]=NC1CCCN(C(=O)OCc2ccccc2)CC1O. As a reaction SMILES: [CH2:1]([c:2]1[cH:3][cH:4][cH:5][cH:6][cH:7]1)[O:8][C:9](=[O:10])[N:11]1[CH2:12][CH2:13][CH2:14][CH:15]=[CH:16][CH2:17]1.[Cl-:35].[Cl:18][c:19]1[cH:20][cH:21][cH:22][c:23]([C:24]([O:25][OH:26])=[O:27])[cH:28]1.[Cl:41][CH2:42][Cl:43].[K+:29].[K+:30].[N-:38]=[N+:39]=[N-:40].[NH4+:36].[Na+:37].[O-:31][C:32]([O-:33])=[O:34]>>[CH2:1]([c:2]1[cH:3][cH:4][cH:5][cH:6][cH:7]1)[O:8][C:9](=[O:10])[N:11]1[CH2:12][CH2:13][CH2:14][CH:15]([N:38]=[N+:39]=[N-:40])[CH:16]([OH:31])[CH2:17]1.